This data is from the Open Reaction Database (ORD), a public repository of structured organic reaction records. The task is: describe an organic reaction: reactants, conditions, products, and yield The reactants are CC(C(C=1C=CC(=CC1)O)O)N2CCC(CC2)CC=3C=CC=CC3.C(C(C(=O)O)O)(C(=O)O)O (ifenprodil tartrate), C1CCN(CC1)C=2C3=C(C(=NC(=N3)N(CCO)CCO)N4CCCCC4)N=C(N2)N(CCO)CCO (dipyridamol), C=1C=NC(=NC1)N2CCN(CC2)CC=3C=CC4=C(C3)OCO4 (piribedil), CN1[C@@H]2CC[C@H]1C[C@H](C2)OC(=O)C(CO)C=3C=CC=CC3 (atropine), COC(=O)[C@H]1[C@H](CC[C@@H]2[C@@H]1C[C@H]3C4=C(C=5C=CC=CC5N4)CCN3C2)O (yohimbine), prostaglandin. The product is COC=1C=CC(=CC1OC)CC2=C3C=C(C(=CC3=CC=N2)OC)OC (papaverine). As a reaction SMILES: C[CH:2]([N:12]1[CH2:17][CH2:16][CH:15]([CH2:18][C:19]2[CH:20]=[CH:21][CH:22]=CC=2)CC1)[CH:3](O)[C:4]1[CH:5]=[CH:6][C:7]([OH:10])=[CH:8][CH:9]=1.C(O)(C(O)=O)C(O)[C:27](O)=[O:28].CN1[C@@H]2C[C@@H:42]([O:44]C(C(C3C=CC=CC=3)CO)=O)C[C@H]1CC2.[CH3:56][O:57]C([C@@H]1[C@H]2C[C@@H]3N(C[C@@H]2CC[C@@H]1O)CCC1C2C=CC=CC=2NC3=1)=O.[CH2:82]1CCN(C2C3N=C(N(CCO)CCO)N=C(N4CCCCC4)C=3N=C(N(CCO)CCO)N=2)CC1.C1C=NC(N2CCN(CC3C=CC4OCOC=4C=3)CC2)=NC=1>>[CH3:27][O:28][C:20]1[CH:21]=[CH:22][C:15]([CH2:16][C:17]2[N:12]=[CH:2][CH:3]=[C:4]3[C:9]=2[CH:8]=[C:7]([O:10][CH3:82])[C:6]([O:57][CH3:56])=[CH:5]3)=[CH:18][C:19]=1[O:44][CH3:42] |f:0.1|. Procedure: ifenprodil tartrate approximately 0.75 mg as an alpha1 blocker; atropine approximately 0.025 mg as an anticholinergic; yohimbine approximately 0.075 mg as an alpha2 blocker; dipyridamol approximately 0.25 mg as a phosphodiasterase inhibitor; piribedil approximately 0.225 mg as a dopaminergic; and alprostil approximately 33 μg as a prostaglandin. The reactants are compound, CS(=O)(=O)OCCN1C=CC=2C=3N(C(=NC21)N)N=C(N3)C=3OC=CC3 (2-{5-amino-2-(furan-2-yl)-7H-pyrrolo[3,2-e][1,2,4]triazolo[1,5-c]pyrimidin-7-yl}ethyl methanesulfonate), FC1=C(C=CC(=C1)F)O (2,4-difluorophenol), CCN(C(C)C)C(C)C (DIEA). Run in CN(C)C=O (DMF). Reaction conditions: temperature 100 celsius, time 5 hour. Yields the product FC1=C(OCCN2C=CC=3C=4N(C(=NC32)N)N=C(N4)C=4OC=CC4)C=CC(=C1)F (7-(2-(2,4-difluorophenoxy)ethyl)-2-(furan-2-yl)-7H-pyrrolo[3,2-e][1,2,4]triazolo[1,5-c]pyrimidin-5-amine). As a reaction SMILES: CS([O:5][CH2:6][CH2:7][N:8]1[C:16]2[N:15]=[C:14]([NH2:17])[N:13]3[N:18]=[C:19]([C:21]4[O:22][CH:23]=[CH:24][CH:25]=4)[N:20]=[C:12]3[C:11]=2[CH:10]=[CH:9]1)(=O)=O.[F:26][C:27]1[CH:32]=[C:31]([F:33])[CH:30]=[CH:29][C:28]=1O.CCN(C(C)C)C(C)C>CN(C=O)C>[F:26][C:27]1[CH:32]=[C:31]([F:33])[CH:30]=[CH:29][C:28]=1[O:5][CH2:6][CH2:7][N:8]1[C:16]2[N:15]=[C:14]([NH2:17])[N:13]3[N:18]=[C:19]([C:21]4[O:22][CH:23]=[CH:24][CH:25]=4)[N:20]=[C:12]3[C:11]=2[CH:10]=[CH:9]1. Reported procedure: To a solution of the title D compound of Example 1, 2-{5-amino-2-(furan-2-yl)-7H-pyrrolo[3,2-e][1,2,4]triazolo[1,5-c]pyrimidin-7-yl}ethyl methanesulfonate (0.06 g, 0.165 mmol) in dry DMF (5 mL), 2,4-difluorophenol (0.33 mmol) and 0.06 mL of DIEA are added, and the solution is stirred at 100° C. for 5 h. The reaction mixture is cooled to RT, and the solvent is removed under reduced pressure. To the residue, acetonitrile is added and the solution is stirred at 60° C. for 0.5 h. The solution is the... Reactants: CCO, Cl, CC(C)OC(=O)CON, O, O=c1c2nccc3cccc(c32)n2cccc12, c1ccncc1. Yields the product CC(C)OC(=O)CON=c1c2nccc3cccc(c32)n2cccc12. RXN SMILES: [CH3:29][CH2:30][OH:31].[ClH:1].[NH2:2][O:3][CH2:4][C:5](=[O:6])[O:7][CH:8]([CH3:9])[CH3:10].[OH2:28].[cH:11]1[cH:12][cH:13][c:14]2[cH:15][cH:16][n:17][c:18]3[c:19]2[c:20]1[n:21]1[cH:22][cH:23][cH:24][c:25]1[c:26]3=[O:27].[cH:32]1[cH:33][cH:34][n:35][cH:36][cH:37]1>>[N:2]([O:3][CH2:4][C:5](=[O:6])[O:7][CH:8]([CH3:9])[CH3:10])=[c:26]1[c:18]2[n:17][cH:16][cH:15][c:14]3[cH:13][cH:12][cH:11][c:20]([c:19]32)[n:21]2[cH:22][cH:23][cH:24][c:25]21. The reactants are CSC1=CC=C(CO)C=C1 (4-(Methylthio)benzyl alcohol), CO (methanol), OOS(=O)[O-].[K+] (Oxone). The solvent is O (water), O (water). Reaction conditions: temperature 0 celsius, time 40 minute. Product: CS(=O)(=O)C1=CC=C(CO)C=C1 (4-(Methylsulfonyl)benzyl Alcohol). Isolated yield 58.0%. RXN SMILES: CS[C:3]1[CH:10]=[CH:9][C:6]([CH2:7][OH:8])=[CH:5][CH:4]=1.O[O:12][S:13]([O-:15])=O.[K+].[CH3:17]O>O>[CH3:17][S:13]([C:3]1[CH:10]=[CH:9][C:6]([CH2:7][OH:8])=[CH:5][CH:4]=1)(=[O:15])=[O:12] |f:1.2|. Reported procedure: 4-(Methylthio)benzyl alcohol (50 mmol, 7.71 g) was dissolved in methanol (150 ml) and cooled to 0° C. Oxone® (110 mmol, 67.6 g) in water (250 ml) was added. The stirred mixture was warmed to room temperature after 5 minutes. After 40 minutes, the mixture was diluted with water (250 ml), and extracted with methylene chloride (300 ml, then 2×100 ml). The combined organic layers were dried (MgSO4), filtered through silica, and concentrated to afford the title compound (5.48 g, 58%) as a waxy solid.